Task: describe an organic reaction: reactants, conditions, products, and yield. Dataset: the Open Reaction Database (ORD), a public repository of structured organic reaction records Starting materials: C1CCOC1, C=CCOC(=O)C1=C(c2cccc(OC)c2)CC2C(C(C)O[Si](C)(C)C)C(=O)N12, Cl, [Na+], O, O=C([O-])O. Yields the product C=CCOC(=O)C1=C(c2cccc(OC)c2)CC2C(C(C)O)C(=O)N12. Reaction SMILES: [CH2:36]1[O:37][CH2:38][CH2:39][CH2:40]1.[CH3:1][O:2][c:3]1[cH:4][c:5]([C:9]2=[C:10]([C:24](=[O:25])[O:26][CH2:27][CH:28]=[CH2:29])[N:11]3[C:12](=[O:23])[CH:13]([CH:16]([CH3:17])[O:18][Si:19]([CH3:20])([CH3:21])[CH3:22])[CH:14]3[CH2:15]2)[cH:6][cH:7][cH:8]1.[ClH:30].[Na+:31].[OH2:41].[OH:32][C:33](=[O:34])[O-:35]>>[CH3:1][O:2][c:3]1[cH:4][c:5]([C:9]2=[C:10]([C:24](=[O:25])[O:26][CH2:27][CH:28]=[CH2:29])[N:11]3[C:12](=[O:23])[CH:13]([CH:16]([CH3:17])[OH:18])[CH:14]3[CH2:15]2)[cH:6][cH:7][cH:8]1. The product is CCCCCCCCCCCCN(C(=O)NC(CC(=O)OCc1ccccc1)CN(C)C)c1ccccc1. The reactants are CCCCCCCCCCCCNc1ccccc1, O=C(OC(Cl)(Cl)Cl)OC(Cl)(Cl)Cl, CN(C)CC(N)CC(=O)OCc1ccccc1. Reaction SMILES: [CH2:30]([CH2:31][CH2:32][CH2:33][CH2:34][CH2:35][CH2:36][CH2:37][CH2:38][CH2:39][CH2:40][CH3:41])[NH:42][c:43]1[cH:44][cH:45][cH:46][cH:47][cH:48]1.[Cl:18][C:19]([Cl:20])([O:21][C:22]([O:23][C:24]([Cl:25])([Cl:26])[Cl:27])=[O:28])[Cl:29].[NH2:1][CH:2]([CH2:3][C:4](=[O:5])[O:6][CH2:7][c:8]1[cH:9][cH:10][cH:11][cH:12][cH:13]1)[CH2:14][N:15]([CH3:16])[CH3:17]>>[NH:1]([CH:2]([CH2:3][C:4](=[O:5])[O:6][CH2:7][c:8]1[cH:9][cH:10][cH:11][cH:12][cH:13]1)[CH2:14][N:15]([CH3:16])[CH3:17])[C:22](=[O:28])[N:42]([CH2:30][CH2:31][CH2:32][CH2:33][CH2:34][CH2:35][CH2:36][CH2:37][CH2:38][CH2:39][CH2:40][CH3:41])[c:43]1[cH:44][cH:45][cH:46][cH:47][cH:48]1. The reactants are [Si](O)(O)(O)O.C(CCC)NC(=O)N (butyl urea silicate), C=O (formaldehyde). Conditions: time 70 minute. The product is [Si](O)(O)(O)O.C(CCC)NC(=O)N.C=O (formaldehyde butylurea silicate). Reaction SMILES: [Si:1]([OH:5])([OH:4])([OH:3])[OH:2].[CH2:6]([NH:10][C:11]([NH2:13])=[O:12])[CH2:7][CH2:8][CH3:9].[CH2:14]=[O:15]>>[Si:1]([OH:5])([OH:4])([OH:3])[OH:2].[CH2:6]([NH:10][C:11]([NH2:13])=[O:12])[CH2:7][CH2:8][CH3:9].[CH2:14]=[O:15] |f:0.1,3.4.5|. Procedure: One mol of the butyl urea silicate and 2 mols of formaldehyde in an aqueous solution are mixed then heated to 10° to 110° C while agitating at ambient pressure for 20 to 120 minutes or until the desired viscosity is obtained, thereby producing poly (formaldehyde butylurea silicate) resinous product. The reactants are O=C([O-])[O-], CI, CC(C)=O, Cc1nc(C#Cc2ccnc(Cl)c2)cn1-c1cc(=O)[nH]cn1, [K+], [K+]. Yields the product Cc1nc(C#Cc2ccnc(Cl)c2)cn1-c1cc(=O)n(C)cn1. Reaction SMILES: [C:25](=[O:26])([O-:27])[O-:28].[CH3:23][I:24].[CH3:31][C:32](=[O:33])[CH3:34].[Cl:1][c:2]1[n:3][cH:4][cH:5][c:6]([C:8]#[C:9][c:10]2[n:11][c:12]([CH3:22])[n:13](-[c:15]3[cH:16][c:17](=[O:21])[nH:18][cH:19][n:20]3)[cH:14]2)[cH:7]1.[K+:29].[K+:30]>>[Cl:1][c:2]1[n:3][cH:4][cH:5][c:6]([C:8]#[C:9][c:10]2[n:11][c:12]([CH3:22])[n:13](-[c:15]3[cH:16][c:17](=[O:21])[n:18]([CH3:25])[cH:19][n:20]3)[cH:14]2)[cH:7]1. Reactants: C(C)S(=O)C=1N=CC2=C(N1)N=C(C(=C2)C2=CC=CC=C2)C2=CC=C(C=O)C=C2 (4-[2-(ethylsulfinyl)-6-phenylpyrido[2,3-d]pyrimidin-7-yl]benzaldehyde), CN(CCN1CCNCC1)C (1-(2-dimethylaminoethyl)-piperazine). The solvent is O1CCOCC1 (dioxane). Run at temperature 150 celsius. The product is CN(CCN1CCN(CC1)C=1N=CC2=C(N1)N=C(C(=C2)C2=CC=CC=C2)C2=CC=C(C=O)C=C2)C (4-(2-{4-[2-(dimethylamino)ethyl]piperazin-1-yl}-6-phenylpyrido[2,3-d]pyrimidin-7-yl)benzaldehyde). Reaction SMILES: C(S([C:5]1[N:6]=[CH:7][C:8]2[CH:14]=[C:13]([C:15]3[CH:20]=[CH:19][CH:18]=[CH:17][CH:16]=3)[C:12]([C:21]3[CH:28]=[CH:27][C:24]([CH:25]=[O:26])=[CH:23][CH:22]=3)=[N:11][C:9]=2[N:10]=1)=O)C.[CH3:29][N:30]([CH3:39])[CH2:31][CH2:32][N:33]1[CH2:38][CH2:37][NH:36][CH2:35][CH2:34]1>O1CCOCC1>[CH3:29][N:30]([CH3:39])[CH2:31][CH2:32][N:33]1[CH2:38][CH2:37][N:36]([C:5]2[N:6]=[CH:7][C:8]3[CH:14]=[C:13]([C:15]4[CH:16]=[CH:17][CH:18]=[CH:19][CH:20]=4)[C:12]([C:21]4[CH:28]=[CH:27][C:24]([CH:25]=[O:26])=[CH:23][CH:22]=4)=[N:11][C:9]=3[N:10]=2)[CH2:35][CH2:34]1. Procedure details: To a solution of 4-[2-(ethylsulfinyl)-6-phenylpyrido[2,3-d]pyrimidin-7-yl]benzaldehyde (6-4; 900 mg, 2.33 mmoles) in dioxane (1 mL) was added 1-(2-dimethylaminoethyl)-piperazine (66 mg, 2.33 mmoles) and heated to 150° C. in a microwave reactor for 30 min. The mixture was concentrated under reduced pressure and the residue was purified by silica gel chromatography (100% Hex. to 100% EtOAc) to give the title compound. LRMS m/z (M+H) Calcd: 467.2, found 467.6. The reactants are O=CC1=C(O)C(OC)=CC=C1 (o-vanillin), [OH-].[Na+] (NaOH), O=CC1=C(O)C(OC)=CC=C1.O (o-vanillin water), C(=O)C=C (acrolein), C(=O)C=C (acrolein), Cl (HCl). Run in O (H2O). Yields the product COC=1C=CC=C2C=C(COC12)C=O (8-Methoxy-chromene 3-Carboxaldehyde). As a reaction SMILES: O=[CH:2][C:3]1[CH:11]=[CH:10][CH:9]=[C:6]([O:7][CH3:8])[C:4]=1[OH:5].[OH-].[Na+].[CH:14]([CH:16]=[CH2:17])=[O:15].O=CC1C=CC=C(OC)C=1O.O.Cl>O>[CH3:8][O:7][C:6]1[CH:9]=[CH:10][CH:11]=[C:3]2[C:4]=1[O:5][CH2:17][C:16]([CH:14]=[O:15])=[CH:2]2 |f:1.2,4.5|. Procedure: One mole of o-vanillin was stirred with 3 liter H2O and 0.05 mole NaOH. A stream of nitrogen was bubbled through 1.5 moles acrolein and then into the o-vanillin-water mixture. When all the acrolein had been driven into the solution (16 hours) the mixture was acidified with 0.06 mole of HCl and the intermediate product (a light yellow crystalline solid) was filtered off and washed with H2O. Reactants: O=C([O-])[O-], CC(C)(C)c1cc(S)cc(C(C)(C)C)c1O, CN(C)C=O, C[Si](C)(CCl)c1ccccc1, [K+], [K+]. Yields the product CC(C)(C)c1cc(SC[Si](C)(C)c2ccccc2)cc(C(C)(C)C)c1O. As a reaction SMILES: [C:17](=[O:18])([O-:19])[O-:20].[C:1]([CH3:2])([CH3:3])([CH3:4])[c:5]1[c:6]([OH:16])[c:7]([C:12]([CH3:13])([CH3:14])[CH3:15])[cH:8][c:9]([SH:11])[cH:10]1.[CH3:34][N:35]([CH3:36])[CH:37]=[O:38].[Cl:23][CH2:24][Si:25]([c:26]1[cH:27][cH:28][cH:29][cH:30][cH:31]1)([CH3:32])[CH3:33].[K+:21].[K+:22]>>[C:1]([CH3:2])([CH3:3])([CH3:4])[c:5]1[c:6]([OH:16])[c:7]([C:12]([CH3:13])([CH3:14])[CH3:15])[cH:8][c:9]([S:11][CH2:24][Si:25]([c:26]2[cH:27][cH:28][cH:29][cH:30][cH:31]2)([CH3:32])[CH3:33])[cH:10]1. Reactants: ClN1C(CCC1=O)=O (N-Chlorosuccinimide), C(CCC)N1C(C=C(C=C1)O)=O (1-butyl-4-hydroxy-1H-pyridine-2-one), C1(CC1)CN1C(C=C(C=C1)O)=O (1-Cyclopropylmethyl-4-hydroxy-1H-pyridin-2-one). Solvent: CN(C)C=O (DMF). Reaction conditions: time 8 hour. Yields the product C(CCC)N1C(C(=C(C=C1)O)Cl)=O (1-Butyl-3-chloro-4-hydroxy-1H-pyridin-2-one). Isolated yield 82.9%. Reaction SMILES: [Cl:1]N1C(=O)CCC1=O.[CH2:9]([N:13]1[CH:18]=[CH:17][C:16]([OH:19])=[CH:15][C:14]1=[O:20])[CH2:10][CH2:11][CH3:12].C1(CN2C=CC(O)=CC2=O)CC1>CN(C=O)C>[CH2:9]([N:13]1[CH:18]=[CH:17][C:16]([OH:19])=[C:15]([Cl:1])[C:14]1=[O:20])[CH2:10][CH2:11][CH3:12]. Reported procedure: N-Chlorosuccinimide (1.6 g, 11.96 mmol) was added to a solution of 1-butyl-4-hydroxy-1H-pyridine-2-one (2.0 g, 11.96 mmol), which was prepared as described for description D2, in DMF (30 ml). The reaction was stirred at room temperature overnight and then it was concentrated in vacuo. The crude product was purified by column chromatography (silica gel; 0-5% methanol/DCM as eluent) to yield intermediate D3 (2.0 g, 83%). The reactants are CS(C)=O, N#C[Na], CS(=O)(=O)OCCc1cccc2c1CCO2, O. Yields the product N#CCCc1cccc2c1CCO2. Reaction SMILES: [CH3:20][S:21]([CH3:22])=[O:23].[Na:17][C:18]#[N:19].[O:1]1[CH2:2][CH2:3][c:4]2[c:5]1[cH:6][cH:7][cH:8][c:9]2[CH2:10][CH2:11][O:12][S:13]([CH3:14])(=[O:15])=[O:16].[OH2:24]>>[O:1]1[CH2:2][CH2:3][c:4]2[c:5]1[cH:6][cH:7][cH:8][c:9]2[CH2:10][CH2:11][C:18]#[N:19].